Dataset: the Open Reaction Database (ORD), a public repository of structured organic reaction records. Task: describe an organic reaction: reactants, conditions, products, and yield The reactants are C(C)(C)(C)OC(CN1C(=C(C2=CC(=CC=C12)F)C1=NN(S(C2=C1C=CC=C2)(=O)=O)CCC2=CC=CC=C2)C)=O ({3-[2-Phenethyl-1,1-dioxo-1,2-dihydro-1λ6-benzo[e][1,2,3]thiadiazin-4-yl]-5-fluoro-2-methyl-indol-1-yl}-acetic acid tert-butyl ester), C(=O)(C(F)(F)F)O (TFA). Product: C(CC1=CC=CC=C1)N1S(C2=C(C(=N1)C1=C(N(C3=CC=C(C=C13)F)CC(=O)O)C)C=CC=C2)(=O)=O ({3-[2-phenethyl-1,1-dioxo-1,2-dihydro-1λ6-benzo[e][1,2,3]thiadiazin-4-yl]-5-fluoro-2-methyl-indol-1-yl}-acetic acid). RXN SMILES: C([O:5][C:6](=[O:39])[CH2:7][N:8]1[C:16]2[C:11](=[CH:12][C:13]([F:17])=[CH:14][CH:15]=2)[C:10]([C:18]2[C:23]3[CH:24]=[CH:25][CH:26]=[CH:27][C:22]=3[S:21](=[O:29])(=[O:28])[N:20]([CH2:30][CH2:31][C:32]3[CH:37]=[CH:36][CH:35]=[CH:34][CH:33]=3)[N:19]=2)=[C:9]1[CH3:38])(C)(C)C.C(O)(C(F)(F)F)=O>>[CH2:30]([N:20]1[N:19]=[C:18]([C:10]2[C:11]3[C:16](=[CH:15][CH:14]=[C:13]([F:17])[CH:12]=3)[N:8]([CH2:7][C:6]([OH:39])=[O:5])[C:9]=2[CH3:38])[C:23]2[CH:24]=[CH:25][CH:26]=[CH:27][C:22]=2[S:21]1(=[O:29])=[O:28])[CH2:31][C:32]1[CH:37]=[CH:36][CH:35]=[CH:34][CH:33]=1. Reported procedure: {3-[2-Phenethyl-1,1-dioxo-1,2-dihydro-1λ6-benzo[e][1,2,3]thiadiazin-4-yl]-5-fluoro-2-methyl-indol-1-yl}-acetic acid tert-butyl ester (61 μmol) was treated with TFA (2 mL) for 2 hours, concentrated, and purified by preparative LCMS to give the title compound. 1H NMR (d6-DMSO) δ 8.07 (d, 1H), 7.89 (t, 1H), 7.83 (t, 1H), 7.45 (m, 2H), 7.20 (m, 5H), 6.91 (m, 2H), 4.56 (s, 2H), 4.11 (t, 2H), 3.12 (t, 2H), 2.21 (s, 3H) ppm. MS calculated for C26H22FN3O4S—H: 490, observed: 490.